From a dataset of the Open Reaction Database (ORD), a public repository of structured organic reaction records. describe an organic reaction: reactants, conditions, products, and yield Starting materials: CC(=O)Oc1cccc(C(=O)NC(CSc2ccccc2)C(O)CN2CC3CCCCC3CC2C(=O)NC(C)(C)C)c1C, CO, N. Product: Cc1c(O)cccc1C(=O)NC(CSc1ccccc1)C(O)CN1CC2CCCCC2CC1C(=O)NC(C)(C)C. RXN SMILES: [C:1]([CH3:2])([CH3:3])([CH3:4])[NH:5][C:6](=[O:7])[CH:8]1[N:9]([CH2:18][CH:19]([CH:20]([CH2:21][S:22][c:23]2[cH:24][cH:25][cH:26][cH:27][cH:28]2)[NH:29][C:30]([c:31]2[c:32]([CH3:41])[c:33]([O:37][C:38](=[O:39])[CH3:40])[cH:34][cH:35][cH:36]2)=[O:42])[OH:43])[CH2:10][CH:11]2[CH2:12][CH2:13][CH2:14][CH2:15][CH:16]2[CH2:17]1.[CH3:45][OH:46].[NH3:44]>>[C:1]([CH3:2])([CH3:3])([CH3:4])[NH:5][C:6](=[O:7])[CH:8]1[N:9]([CH2:18][CH:19]([CH:20]([CH2:21][S:22][c:23]2[cH:24][cH:25][cH:26][cH:27][cH:28]2)[NH:29][C:30]([c:31]2[c:32]([CH3:41])[c:33]([OH:37])[cH:34][cH:35][cH:36]2)=[O:42])[OH:43])[CH2:10][CH:11]2[CH2:12][CH2:13][CH2:14][CH2:15][CH:16]2[CH2:17]1. Starting materials: COC(C1=CC=C(C=C1)C(CC1=CC=C(C=C1)SC)=O)=O (4-(2-(4-methylthiophenyl)-1-oxo-ethyl)benzoic acid methyl ester), OOS(=O)[O-].[K+] (oxone), CO (MeOH). The solvent is O (H2O). Yields the product COC(C1=CC=C(C=C1)C(CC1=CC=C(C=C1)S(=O)(=O)C)=O)=O (4-(1-Oxo-2-(4-(methylsulfonyl)phenyl)ethyl) benzoic acid methyl ester). RXN SMILES: [CH3:1][O:2][C:3](=[O:21])[C:4]1[CH:9]=[CH:8][C:7]([C:10](=[O:20])[CH2:11][C:12]2[CH:17]=[CH:16][C:15](SC)=[CH:14][CH:13]=2)=[CH:6][CH:5]=1.O[O:23][S:24]([O-:26])=O.[K+].[CH3:28]O>O>[CH3:1][O:2][C:3](=[O:21])[C:4]1[CH:5]=[CH:6][C:7]([C:10](=[O:20])[CH2:11][C:12]2[CH:17]=[CH:16][C:15]([S:24]([CH3:28])(=[O:26])=[O:23])=[CH:14][CH:13]=2)=[CH:8][CH:9]=1 |f:1.2|. Procedure: To 7.10 g of 4-(2-(4-methylthiophenyl)-1-oxo-ethyl)benzoic acid methyl ester in MeOH (100 mL) was added oxone (21.0 g) in H2O (20.0 mL) at 0° C. After a few hours at r.t., the reaction mixture was extracted with EtOAc and H2O to afford after flash chromatography (50 to 100% EtOAc in hexane), the title product as a white solid (3.20 g). Starting materials: C(C)OC(=O)C1=CC(C2=C(N1CC)C=CC(C(=C2)OCC)=O)=O (4,7-dihydro-4,7-dioxo-6-ethoxy-1-ethyl-1H-cyclohepta[b]pyridine-2-carboxylic acid ethyl ester), Cl (hydrochloric acid). The product is O=C1C2=C(N(C(=C1)C(=O)O)CC)C=CC(C(=C2)OCC)=O (4,7-Dihydro-4,7-dioxo-6-ethoxy-1-ethyl-1H-cyclohepta[b]pyridine-2-carboxylic Acid). Reaction SMILES: C([O:3][C:4]([C:6]1[N:11]([CH2:12][CH3:13])[C:10]2[CH:14]=[CH:15][C:16](=[O:22])[C:17]([O:19][CH2:20][CH3:21])=[CH:18][C:9]=2[C:8](=[O:23])[CH:7]=1)=[O:5])C.Cl>>[O:23]=[C:8]1[CH:7]=[C:6]([C:4]([OH:5])=[O:3])[N:11]([CH2:12][CH3:13])[C:10]2[CH:14]=[CH:15][C:16](=[O:22])[C:17]([O:19][CH2:20][CH3:21])=[CH:18][C:9]1=2. Reported procedure: A mixture of 4,7-dihydro-4,7-dioxo-6-ethoxy-1-ethyl-1H-cyclohepta[b]pyridine-2-carboxylic acid ethyl ester (8.2 g, described in Example 7) and 19% hydrochloric acid (246 ml) is refluxed for 30 min and cooled to room temperature. The crystalline precipitate is collected and washed with water to give the title compound, mp 227°-228° C. Starting materials: [BH4-], CO, O=C(c1ccc(Cl)cc1)c1ccccc1Cl, [Na+]. Yields the product OC(c1ccc(Cl)cc1)c1ccccc1Cl. As a reaction SMILES: [BH4-:17].[CH3:19][OH:20].[Cl:1][c:2]1[c:3]([C:4](=[O:5])[c:6]2[cH:7][cH:8][c:9]([Cl:12])[cH:10][cH:11]2)[cH:13][cH:14][cH:15][cH:16]1.[Na+:18]>>[Cl:1][c:2]1[c:3]([CH:4]([OH:5])[c:6]2[cH:7][cH:8][c:9]([Cl:12])[cH:10][cH:11]2)[cH:13][cH:14][cH:15][cH:16]1. The reactants are C[Si](C)(C)N=[N+]=[N-] (Trimethylsilyl azide), F[B-](F)(F)F.FS(C1=CC=C(C=C1)[N+]#N)(F)(F)(F)F (4-(Pentafluorosulfanyl)benzenediazonium Tetrafluoroborate). The solvent is [BMIM][BF4]. Reaction conditions: time 5 minute. Yields the product FS(C1=CC=C(C=C1)N=[N+]=[N-])(F)(F)(F)F (4-(Pentafluorosulfanyl)phenyl Azide). Yield: 86.4%. RXN SMILES: C[Si]([N:5]=[N+:6]=[N-:7])(C)C.F[B-](F)(F)F.[F:13][S:14]([F:26])([F:25])([F:24])([F:23])[C:15]1[CH:20]=[CH:19][C:18]([N+]#N)=[CH:17][CH:16]=1>>[F:13][S:14]([F:23])([F:24])([F:25])([F:26])[C:15]1[CH:16]=[CH:17][C:18]([N:5]=[N+:6]=[N-:7])=[CH:19][CH:20]=1 |f:1.2|. Procedure: (Sheppard, J. Am. Chem. Soc. 1962, 84, 3064-3072) Trimethylsilyl azide (6.5 mg, 0.056 mmol) was added to a solution of 1 (10.2 mg, 0.0321 mmol) in [BMIM][BF4] (65.0 mg). After stifling for 5 min, the mixture was extracted with hexane (0.5 mL×3) and the combined extracts was evaporated to give pure 25a as a colorless oil (6.8 mg, 86%): IR (ATR): {tilde over (v)}=2124, 2099, 1586, 1501, 1287, 843 cm−1. MS (GC, EI): m/z=245 [M30 ], 219 [M+-CN], 200 [M+-CFN], 111. 1H NMR (500 MHz, CDCl3): δ=7.74 (d,... Yield: 103.8%. Reported procedure: By reaction and treatment in the same manner as in Preparation Example 27 and using 6-fluoro-4-methylnicotinic acid (386 mg) and 1-(2,4-dicyclopropylphenyl)piperazine (650 mg), the title compound (980 mg) was obtained. The product is C1(CC1)C1=C(C=CC(=C1)C1CC1)N1CCN(CC1)C(=O)C=1C=NC(=CC1C)F ([4-(2,4-dicyclopropylphenyl)piperazin-1-yl](6-fluoro-4-methylpyridin-3-yl)methanone). Reaction SMILES: [F:1][C:2]1[CH:10]=[C:9]([CH3:11])[C:5]([C:6]([OH:8])=O)=[CH:4][N:3]=1.[CH:12]1([C:15]2[CH:20]=[C:19]([CH:21]3[CH2:23][CH2:22]3)[CH:18]=[CH:17][C:16]=2[N:24]2[CH2:29][CH2:28][NH:27][CH2:26][CH2:25]2)[CH2:14][CH2:13]1>>[CH:12]1([C:15]2[CH:20]=[C:19]([CH:21]3[CH2:23][CH2:22]3)[CH:18]=[CH:17][C:16]=2[N:24]2[CH2:25][CH2:26][N:27]([C:6]([C:5]3[CH:4]=[N:3][C:2]([F:1])=[CH:10][C:9]=3[CH3:11])=[O:8])[CH2:28][CH2:29]2)[CH2:13][CH2:14]1. The reactants are FC1=NC=C(C(=O)O)C(=C1)C (6-fluoro-4-methylnicotinic acid), C1(CC1)C1=C(C=CC(=C1)C1CC1)N1CCNCC1 (1-(2,4-dicyclopropylphenyl)piperazine).